From a dataset of the Open Reaction Database (ORD), a public repository of structured organic reaction records. describe an organic reaction: reactants, conditions, products, and yield Starting materials: C1=CC=C2C(=C1)C=C(S2)C(=O)O (Thianaphthene-2-carboxylic acid), S(=O)(Cl)Cl (thionyl chloride), CN(C)C=O (DMF). Run in C1(=CC=CC=C1)C (toluene). The product is S1C2=C(C=C1C(=O)Cl)C=CC=C2 (benzo[b]thiophene-2-carbonyl chloride). As a reaction SMILES: [CH:1]1[CH:6]=[C:5]2[CH:7]=[C:8]([C:10]([OH:12])=O)[S:9][C:4]2=[CH:3][CH:2]=1.S(Cl)([Cl:15])=O.CN(C=O)C>C1(C)C=CC=CC=1>[S:9]1[C:8]([C:10]([Cl:15])=[O:12])=[CH:7][C:5]2[CH:6]=[CH:1][CH:2]=[CH:3][C:4]1=2. Procedure details: Thianaphthene-2-carboxylic acid (356.42 mg, 2 mmol) was suspended in dry toluene (6 mL), thionyl chloride (4.4 mL, 60 mmol) and DMF (0.05 mL) were added at room temperature, and then the mixture was refluxed 8 h.4 The volatiles were removed at reduced pressure gave benzo[b]thiophene-2-carbonyl chloride as a yellow power. Purified by flash chromatography on silica gel, using ethyl acetate/hexane (1:9) as eluent, give 3 as a white power (393.64 mg, 94.9%). Spectral data were in accordance with tho... Reactants: CC(C)(C)C(=O)OCC1OC(Oc2nn(CCCC(=O)O)c3nccc(CCc4ccc(OC(=O)C(C)(C)C)cc4)c23)C(OC(=O)C(C)(C)C)C(OC(=O)C(C)(C)C)C1OC(=O)C(C)(C)C, CC(C)(C)OC(=O)OC(=O)OC(C)(C)C, O=C([O-])O, CN(C)C=O, Cl, [NH4+], c1ccncc1. The product is CC(C)(C)C(=O)OCC1OC(Oc2nn(CCCC(N)=O)c3nccc(CCc4ccc(OC(=O)C(C)(C)C)cc4)c23)C(OC(=O)C(C)(C)C)C(OC(=O)C(C)(C)C)C1OC(=O)C(C)(C)C. Reaction SMILES: [C:1](=[O:2])([OH:3])[CH2:4][CH2:5][CH2:6][n:7]1[n:8][c:9]([O:31][CH:32]2[CH:33]([O:34][C:35]([C:36]([CH3:37])([CH3:38])[CH3:39])=[O:40])[CH:41]([O:42][C:43]([C:44]([CH3:45])([CH3:46])[CH3:47])=[O:48])[CH:49]([O:50][C:51]([C:52]([CH3:53])([CH3:54])[CH3:55])=[O:56])[CH:57]([CH2:59][O:60][C:61]([C:62]([CH3:63])([CH3:64])[CH3:65])=[O:66])[O:58]2)[c:10]2[c:11]1[n:12][cH:13][cH:14][c:15]2[CH2:16][CH2:17][c:18]1[cH:19][cH:20][c:21]([O:24][C:25]([C:26]([CH3:27])([CH3:28])[CH3:29])=[O:30])[cH:22][cH:23]1.[C:67]([O:68][C:69]([O:70][C:71]([O:72][C:73]([CH3:74])([CH3:75])[CH3:76])=[O:77])=[O:78])([CH3:79])([CH3:80])[CH3:81].[C:82](=[O:83])([O-:84])[OH:85].[CH3:88][N:89]([CH3:90])[CH:91]=[O:92].[ClH:87].[NH4+:86].[cH:93]1[cH:94][cH:95][n:96][cH:97][cH:98]1>>[C:1](=[O:3])([CH2:4][CH2:5][CH2:6][n:7]1[n:8][c:9]([O:31][CH:32]2[CH:33]([O:34][C:35]([C:36]([CH3:37])([CH3:38])[CH3:39])=[O:40])[CH:41]([O:42][C:43]([C:44]([CH3:45])([CH3:46])[CH3:47])=[O:48])[CH:49]([O:50][C:51]([C:52]([CH3:53])([CH3:54])[CH3:55])=[O:56])[CH:57]([CH2:59][O:60][C:61]([C:62]([CH3:63])([CH3:64])[CH3:65])=[O:66])[O:58]2)[c:10]2[c:11]1[n:12][cH:13][cH:14][c:15]2[CH2:16][CH2:17][c:18]1[cH:19][cH:20][c:21]([O:24][C:25]([C:26]([CH3:27])([CH3:28])[CH3:29])=[O:30])[cH:22][cH:23]1)[NH2:86].